From a dataset of the Open Reaction Database (ORD), a public repository of structured organic reaction records. describe an organic reaction: reactants, conditions, products, and yield Starting materials: C(C)(C)(C)OC(=O)N1CCC2=C(CC1)C=C(C=C2)O (7-hydroxy-1,2,4,5-tetrahydro-benzo[d]azepine-3-carboxylic acid tert-butyl ester), BrC1=C(C=C(C(=O)OC)C=C1)C (methyl 4-bromo-3-methylbenzoate), Example 128. Product: CC1=C(C=CC(=C1)C(=O)OC)OC1=CC2=C(CCN(CC2)C(=O)OC(C)(C)C)C=C1 (1,1-Dimethylethyl 7-({2-methyl-4-[(methyloxy)carbonyl]phenyl}oxy)-1,2,4,5-tetrahydro-3H-3-benzazepine-3-carboxylate). RXN SMILES: [C:1]([O:5][C:6]([N:8]1[CH2:14][CH2:13][C:12]2[CH:15]=[C:16]([OH:19])[CH:17]=[CH:18][C:11]=2[CH2:10][CH2:9]1)=[O:7])([CH3:4])([CH3:3])[CH3:2].Br[C:21]1[CH:30]=[CH:29][C:24]([C:25]([O:27][CH3:28])=[O:26])=[CH:23][C:22]=1[CH3:31]>>[CH3:31][C:22]1[CH:23]=[C:24]([C:25]([O:27][CH3:28])=[O:26])[CH:29]=[CH:30][C:21]=1[O:19][C:16]1[CH:17]=[CH:18][C:11]2[CH2:10][CH2:9][N:8]([C:6]([O:5][C:1]([CH3:4])([CH3:2])[CH3:3])=[O:7])[CH2:14][CH2:13][C:12]=2[CH:15]=1. Procedure details: The title compound was prepared from 7-hydroxy-1,2,4,5-tetrahydro-benzo[d]azepine-3-carboxylic acid tert-butyl ester (PCT Int. Appl. (2002), WO 02/40471) and methyl 4-bromo-3-methylbenzoate using the method outlined in Example 128 (211 mg, 29%); NMR (CDCl3) δ 1.49 (9H, s), 2.32 (3H, m), 2.86 (4H, m), 3.55 (4H, m), 3.89 (3H, s), 6.71-6.81 (3H, m), 7.08 (H, m), 7.80 (H, m), 7.94 (H, s) The reactants are Clc1ccc(OCCBr)cc1, O=C([O-])[O-], CC#N, Cl, [K+], [K+], CNC(=O)COC(=O)N1CCNCC1. Yields the product CNC(=O)COC(=O)N1CCN(CCOc2ccc(Cl)cc2)CC1. As a reaction SMILES: [Br:22][CH2:23][CH2:24][O:25][c:26]1[cH:27][cH:28][c:29]([Cl:32])[cH:30][cH:31]1.[C:16](=[O:17])([O-:18])[O-:19].[CH3:33][C:34]#[N:35].[ClH:1].[K+:20].[K+:21].[N:2]1([C:8](=[O:9])[O:10][CH2:11][C:12](=[O:13])[NH:14][CH3:15])[CH2:3][CH2:4][NH:5][CH2:6][CH2:7]1>>[N:2]1([C:8](=[O:9])[O:10][CH2:11][C:12](=[O:13])[NH:14][CH3:15])[CH2:3][CH2:4][N:5]([CH2:23][CH2:24][O:25][c:26]2[cH:27][cH:28][c:29]([Cl:32])[cH:30][cH:31]2)[CH2:6][CH2:7]1. The reactants are Cl.O1CCNCCC1 ([1,4]oxazepane hydrochloride), CCN(C(C)C)C(C)C (DIEA), O (water), C(C)OC(=O)C=1NC(=C(C1C)S(=O)(=O)Cl)C (4-chlorosulfonyl-3,5-dimethyl-1H-pyrrole-2-carboxylic acid ethyl ester). The solvent is C(Cl)Cl (DCM). Product: C(C)OC(=O)C=1NC(=C(C1C)S(=O)(=O)N1CCOCCC1)C (3,5-dimethyl-4-([1,4]oxazepane-4-sulfonyl)-1H-pyrrole-2-carboxylic acid ethyl ester). Isolated yield 101.0%. As a reaction SMILES: Cl.[O:2]1[CH2:8][CH2:7][CH2:6][NH:5][CH2:4][CH2:3]1.CCN(C(C)C)C(C)C.[CH2:18]([O:20][C:21]([C:23]1[NH:24][C:25]([CH3:33])=[C:26]([S:29](Cl)(=[O:31])=[O:30])[C:27]=1[CH3:28])=[O:22])[CH3:19].O>C(Cl)Cl>[CH2:18]([O:20][C:21]([C:23]1[NH:24][C:25]([CH3:33])=[C:26]([S:29]([N:5]2[CH2:6][CH2:7][CH2:8][O:2][CH2:3][CH2:4]2)(=[O:30])=[O:31])[C:27]=1[CH3:28])=[O:22])[CH3:19] |f:0.1|. Procedure: To [1,4]oxazepane hydrochloride (400 mg) in DCM (45 mL) was added DIEA (2.70 mL) followed by 4-chlorosulfonyl-3,5-dimethyl-1H-pyrrole-2-carboxylic acid ethyl ester (1.05 g). The mixture was stirred for 1 h at RT after which water was added and the resulting two phases were separated. The organic phase was washed two times with saturated aqueous NaHCO3 solution, dried over MgSO4 and concentrated to give crude) 3,5-dimethyl-4-([1,4]oxazepane-4-sulfonyl)-1H-pyrrole-2-carboxylic acid ethyl ester (97...